From a dataset of the Open Reaction Database (ORD), a public repository of structured organic reaction records. describe an organic reaction: reactants, conditions, products, and yield Starting materials: COC(CC1=CC(=C(OCC(=O)OCC)C=C1C)C)OC (Ethyl 2-[4-(2,2-dimethoxyethyl)-2,5-dimethylphenoxy]acetate), C(C)#N (acetonitrile), Cl(=O)(=O)(=O)O (perchloric acid). Yields the product C(C)OC(CC1=CC(=C(OCC(=O)OCC)C=C1C)C)O (ethyl 2-[4-(2-ethoxy-2-hydroxyethyl) -2,5-dimethylphenoxy]acetate). Isolated yield 48.8%. RXN SMILES: C[O:2][CH:3]([O:20][CH3:21])[CH2:4][C:5]1[C:17]([CH3:18])=[CH:16][C:8]([O:9][CH2:10][C:11]([O:13][CH2:14][CH3:15])=[O:12])=[C:7]([CH3:19])[CH:6]=1.Cl(O)(=O)(=O)=O.[C:27](#N)C>>[CH2:21]([O:20][CH:3]([OH:2])[CH2:4][C:5]1[C:17]([CH3:18])=[CH:16][C:8]([O:9][CH2:10][C:11]([O:13][CH2:14][CH3:15])=[O:12])=[C:7]([CH3:19])[CH:6]=1)[CH3:27]. Procedure: Ethyl 2-[4-(2,2-dimethoxyethyl)-2,5-dimethylphenoxy]acetate (43 g) was dissolved in acetonitrile (190 g) while stirring. To the resulting solution was added 10 perchloric acid (216 g), and the mixture was stirred for an hour at room temperature. The reaction mixture was partitioned between toluene (340 g) and water (200 g). The organic layer was washed with water, an aqueous solution of sodium bicarbonate and brine successively, and dried over anhydrous sodium sulfate, followed by concentration ... Reactants: COCC(C)Oc1cc(Oc2ccc(S(=O)(=O)N(Cc3ccc(OC)cc3)Cc3ccc(OC)cc3)nc2)cc(-c2ccc(C3=NCC(C)O3)[nH]2)c1, O=C(O)C(F)(F)F. Product: COCC(C)Oc1cc(Oc2ccc(S(N)(=O)=O)nc2)cc(-c2ccc(C3=NCC(C)O3)[nH]2)c1. As a reaction SMILES: [CH3:1][O:2][c:3]1[cH:4][cH:5][c:6]([CH2:7][N:8]([S:9](=[O:10])(=[O:11])[c:12]2[n:13][cH:14][c:15]([O:18][c:19]3[cH:20][c:21]([O:36][CH:37]([CH2:38][O:39][CH3:40])[CH3:41])[cH:22][c:23](-[c:25]4[nH:26][c:27]([C:30]5=[N:34][CH2:33][CH:32]([CH3:35])[O:31]5)[cH:28][cH:29]4)[cH:24]3)[cH:16][cH:17]2)[CH2:42][c:43]2[cH:44][cH:45][c:46]([O:47][CH3:48])[cH:49][cH:50]2)[cH:51][cH:52]1.[OH:53][C:54]([C:55]([F:56])([F:57])[F:58])=[O:59]>>[NH2:8][S:9](=[O:10])(=[O:11])[c:12]1[n:13][cH:14][c:15]([O:18][c:19]2[cH:20][c:21]([O:36][CH:37]([CH2:38][O:39][CH3:40])[CH3:41])[cH:22][c:23](-[c:25]3[nH:26][c:27]([C:30]4=[N:34][CH2:33][CH:32]([CH3:35])[O:31]4)[cH:28][cH:29]3)[cH:24]2)[cH:16][cH:17]1. Starting materials: Cl.Cl.[N+](=O)([O-])C1=C(C=CC(=C1)C(F)(F)F)N1C[C@H](CCC1)N ((S)-1-(2-nitro-4-(trifluoromethyl)phenyl)piperidin-3-amine dihydrochloride), C=O (formaldehyde), C(C)(=O)O (Acetic acid), C(#N)[BH3-].[Na+] (sodium cyanoborohydride). The solvent is CO (MeOH). Conditions: time 10 minute. Yields the product CN([C@@H]1CN(CCC1)C1=C(C=C(C=C1)C(F)(F)F)[N+](=O)[O-])C ((S)-N,N-dimethyl-1-(2-nitro-4-(trifluoromethyl)phenyl)piperidin-3-amine). Reaction SMILES: Cl.Cl.[N+:3]([C:6]1[CH:11]=[C:10]([C:12]([F:15])([F:14])[F:13])[CH:9]=[CH:8][C:7]=1[N:16]1[CH2:21][CH2:20][CH2:19][C@H:18](N)[CH2:17]1)([O-:5])=[O:4].C=O.[C:25](O)(=O)C.[C:29]([BH3-])#[N:30].[Na+]>CO>[CH3:25][N:30]([CH3:29])[C@H:18]1[CH2:19][CH2:20][CH2:21][N:16]([C:7]2[CH:8]=[CH:9][C:10]([C:12]([F:15])([F:14])[F:13])=[CH:11][C:6]=2[N+:3]([O-:5])=[O:4])[CH2:17]1 |f:0.1.2,5.6|. Reported procedure: To a yellow solution of (S)-1-(2-nitro-4-(trifluoromethyl)phenyl)piperidin-3-amine dihydrochloride (13.39 g, 37 mmol) in 123 mL MeOH under nitrogen at 0° C. was added formaldehyde (37% solution) (14 ml, 185 mmol), Acetic acid (11 ml, 185 mmol), and sodium cyanoborohydride (4.6 g, 74 mmol) in portions over 5 min. The cloudy mixture was warmed to ambient temperature. After 10 min, the reaction became quite hot and was cooled with an ice bath. After 1.5 h, the reaction was complete by LCMS. The sol... Starting materials: C(=O)(OC(C)(C)C)NCC(O)CSC(C)C (BOC-NHCH2CH(OH)CH2SCH(CH3)2), C(Cl)Cl (CH2Cl2). Yields the product NCC(O)CSC(C)C.Cl (H2N-CH2CH(OH)CH2SCH(CH3)2.HCl). Reaction SMILES: C([NH:8][CH2:9][CH:10]([CH2:12][S:13][CH:14]([CH3:16])[CH3:15])[OH:11])(OC(C)(C)C)=O.C(Cl)[Cl:18]>>[NH2:8][CH2:9][CH:10]([CH2:12][S:13][CH:14]([CH3:16])[CH3:15])[OH:11].[ClH:18] |f:2.3|. Reported procedure: BOC-NHCH2CH(OH)CH2SCH(CH3)2 (3.74 g, 0.015 mole) was dissolved in 75 ml CH2Cl2 and occasionally purged with HCl gas over two hours. The solvent was removed in vacuo, and the residue was triturated with Et2O. The solvent was decanted and the residue was stripped to a foam, 2.83 g. IR, NMR, and mass spectral analysis confirmed the structure.